This data is from the Open Reaction Database (ORD), a public repository of structured organic reaction records. The task is: describe an organic reaction: reactants, conditions, products, and yield Reactants: CN1Cc2c(OC3CCN(C(=O)OC(C)(C)C)CC3)ccc([N+](=O)[O-])c2C1=O, CCO, Cl, [Fe], [Na+], [OH-]. Product: CN1Cc2c(OC3CCN(C(=O)OC(C)(C)C)CC3)ccc(N)c2C1=O. Reaction SMILES: [C:1]([CH3:2])([CH3:3])([CH3:4])[O:5][C:6](=[O:7])[N:8]1[CH2:9][CH2:10][CH:11]([O:14][c:15]2[c:16]3[c:20]([c:21]([N+:24]([O-:25])=[O:26])[cH:22][cH:23]2)[C:19](=[O:27])[N:18]([CH3:28])[CH2:17]3)[CH2:12][CH2:13]1.[CH3:32][CH2:33][OH:34].[ClH:29].[Fe:35].[Na+:31].[OH-:30]>>[C:1]([CH3:2])([CH3:3])([CH3:4])[O:5][C:6](=[O:7])[N:8]1[CH2:9][CH2:10][CH:11]([O:14][c:15]2[c:16]3[c:20]([c:21]([NH2:24])[cH:22][cH:23]2)[C:19](=[O:27])[N:18]([CH3:28])[CH2:17]3)[CH2:12][CH2:13]1.